Dataset: the Open Reaction Database (ORD), a public repository of structured organic reaction records. Task: describe an organic reaction: reactants, conditions, products, and yield The reactants are Br, COc1ccc2c(c1)CN(Cc1ccccc1)C2. The product is Oc1ccc2c(c1)CN(Cc1ccccc1)C2. As a reaction SMILES: [BrH:19].[CH2:1]([c:2]1[cH:3][cH:4][cH:5][cH:6][cH:7]1)[N:8]1[CH2:9][c:10]2[cH:11][cH:12][c:13]([O:17][CH3:18])[cH:14][c:15]2[CH2:16]1>>[CH2:1]([c:2]1[cH:3][cH:4][cH:5][cH:6][cH:7]1)[N:8]1[CH2:9][c:10]2[cH:11][cH:12][c:13]([OH:17])[cH:14][c:15]2[CH2:16]1.